Dataset: the Open Reaction Database (ORD), a public repository of structured organic reaction records. Task: describe an organic reaction: reactants, conditions, products, and yield Starting materials: ClCCNC(=O)N(C1[C@H](O)[C@@H](O)[C@@H](O)CO1)CC=1SC=CC1 (1-(2-chloroethyl)-3-(thiophen-2-yl-methyl)-3-(L-arabinopyranosyl)urea), [N+](=O)([N+](=O)[O-])[O-] (nitrogen tetroxide). Product: ClCCN(C(=O)N(C1[C@H](O)[C@@H](O)[C@@H](O)CO1)CC=1SC=CC1)N=O (1-(2-chloroethyl)-1-nitroso-3-(thiophen-2-yl-methyl)-3-(L-arabinopyranosyl)urea). Yield: 81.8%. RXN SMILES: [Cl:1][CH2:2][CH2:3][NH:4][C:5]([N:7]([CH2:17][C:18]1[S:19][CH:20]=[CH:21][CH:22]=1)[CH:8]1[O:16][CH2:15][C@H:13]([OH:14])[C@H:11]([OH:12])[C@H:9]1[OH:10])=[O:6].[N+:23]([O-])([N+]([O-])=O)=[O:24]>>[Cl:1][CH2:2][CH2:3][N:4]([N:23]=[O:24])[C:5]([N:7]([CH2:17][C:18]1[S:19][CH:20]=[CH:21][CH:22]=1)[CH:8]1[O:16][CH2:15][C@H:13]([OH:14])[C@H:11]([OH:12])[C@H:9]1[OH:10])=[O:6]. Procedure details: 3.5 g of 1-(2-chloroethyl)-3-(thiophen-2-yl-methyl)-3-(L-arabinopyranosyl)urea and 5.0 g of nitrogen tetroxide gas are treated in the same manner as described in Example 31-(2). 3.1 g of 1-(2-chloroethyl)-1-nitroso-3-(thiophen-2-yl-methyl)-3-(L-arabinopyranosyl)urea are thereby obtained as yellow powder. The reactants are CC1=NC=NC(=C1C(=O)NCC[C@@H](C)N1CCC(CC1)N(C1=CC=C(OC2=CC=C(C(=O)O)C=C2)C=C1)CC1=CSC=C1)C (4-{4-[(1-{(R)-3-[(4,6-Dimethyl-pyrimidine-5-carbonyl)-amino]-1-methyl-propyl}-piperidin-4-yl)-thiophen-3-ylmethyl-amino]-phenoxy}-benzoic acid), [Cl-].[NH4+] (ammonium chloride). Product: C(N)(=O)C1=CC=C(OC2=CC=C(C=C2)N(C2CCN(CC2)[C@@H](CCNC(=O)C=2C(=NC=NC2C)C)C)CC2=CSC=C2)C=C1 (4,6-Dimethyl-pyrimidine-5-carboxylic acid [(R)-3-(4-{[4-(4-carbamoyl-phenoxy)-phenyl]-thiophen-3-ylmethyl-amino}-piperidin-1-yl)-butyl]-amide). The yield is 153.6%. RXN SMILES: [CH3:1][C:2]1[C:7]([C:8]([NH:10][CH2:11][CH2:12][C@H:13]([N:15]2[CH2:20][CH2:19][CH:18]([N:21]([CH2:38][C:39]3[CH:43]=[CH:42][S:41][CH:40]=3)[C:22]3[CH:37]=[CH:36][C:25]([O:26][C:27]4[CH:35]=[CH:34][C:30]([C:31]([OH:33])=O)=[CH:29][CH:28]=4)=[CH:24][CH:23]=3)[CH2:17][CH2:16]2)[CH3:14])=[O:9])=[C:6]([CH3:44])[N:5]=[CH:4][N:3]=1.[Cl-].[NH4+:46]>>[C:31]([C:30]1[CH:29]=[CH:28][C:27]([O:26][C:25]2[CH:36]=[CH:37][C:22]([N:21]([CH2:38][C:39]3[CH:43]=[CH:42][S:41][CH:40]=3)[CH:18]3[CH2:19][CH2:20][N:15]([C@H:13]([CH3:14])[CH2:12][CH2:11][NH:10][C:8]([C:7]4[C:2]([CH3:1])=[N:3][CH:4]=[N:5][C:6]=4[CH3:44])=[O:9])[CH2:16][CH2:17]3)=[CH:23][CH:24]=2)=[CH:35][CH:34]=1)(=[O:33])[NH2:46] |f:1.2|. Procedure details: Using general procedure E, COMPOUND 302 (103 mg, 0.17 mmol) and ammonium chloride (23 mg, 0.42 mmol) afforded COMPOUND 303 as a white solid (160 mg, 100%). 1H NMR (CDCl3) δ 0.87-1.21 (m, 2H), 1.01 (d, 3H, J=6.0 Hz), 1.49-1.60 (m, 1H), 1.71-1.85 (m, 3H), 2.11-2.22 (m, 1H), 2.53 (s, 6H), 2.55-2.62 (m, 1H), 2.71-2.92 (m, 3H), 3.25-3.38 (m, 1H), 3.48-3.61 (m, 1H), 3.82-3.94 (m, 1H), 3.83 (s, 2H), 5.77 (br s, 2H), 6.62 (d, 1H, J=8.1 Hz), 6.87 (d, 2H, J=8.4 Hz), 6.92 (d, 2H, J=8.4 Hz), 7.04 (d, 1H, J=... Starting materials: O=C1CCC(=O)N1Br, COc1cccc(OC)c1-c1ccccc1C, [O-][Cl+3]([O-])([O-])O, ClCCl. The product is COc1ccc(Br)c(OC)c1-c1ccccc1C. As a reaction SMILES: [Br:18][N:19]1[C:20](=[O:21])[CH2:22][CH2:23][C:24]1=[O:25].[CH3:1][O:2][c:3]1[c:4](-[c:11]2[c:12]([CH3:17])[cH:13][cH:14][cH:15][cH:16]2)[c:5]([O:9][CH3:10])[cH:6][cH:7][cH:8]1.[Cl+3:26]([OH:27])([O-:28])([O-:29])[O-:30].[Cl:31][CH2:32][Cl:33]>>[CH3:1][O:2][c:3]1[c:4](-[c:11]2[c:12]([CH3:17])[cH:13][cH:14][cH:15][cH:16]2)[c:5]([O:9][CH3:10])[cH:6][cH:7][c:8]1[Br:18]. Reactants: BrC=1N=C2C(=NC1)NC=C2C(C(C)(C)C)=O (1-(2-bromo-5H-pyrrolo[2,3-b]pyrazin-7-yl)-2,2-dimethyl-propan-1-one), OCCC=1C=C(C=CC1)B(O)O (3-(2-hydroxyethyl)benzeneboronic acid). Run in hexanes, CCOC(=O)C (EtOAc). Yields the product OCCC=1C=C(C=CC1)C=1N=C2C(=NC1)NC=C2C(C(C)(C)C)=O (1-{2-[3-(2-Hydroxy-ethyl)-phenyl]-5H-pyrrolo[2,3-b]pyrazin-7-yl}-2,2-dimethyl-propan-1-one), yellow solid. Yield: 41.0%. RXN SMILES: Br[C:2]1[N:3]=[C:4]2[C:10]([C:11](=[O:16])[C:12]([CH3:15])([CH3:14])[CH3:13])=[CH:9][NH:8][C:5]2=[N:6][CH:7]=1.[OH:17][CH2:18][CH2:19][C:20]1[CH:21]=[C:22](B(O)O)[CH:23]=[CH:24][CH:25]=1>CCOC(C)=O>[OH:17][CH2:18][CH2:19][C:20]1[CH:25]=[C:24]([C:2]2[N:3]=[C:4]3[C:10]([C:11](=[O:16])[C:12]([CH3:15])([CH3:14])[CH3:13])=[CH:9][NH:8][C:5]3=[N:6][CH:7]=2)[CH:23]=[CH:22][CH:21]=1. Procedure: 1-{2-[3-(2-Hydroxy-ethyl)-phenyl]-5H-pyrrolo[2,3-b]pyrazin-7-yl}-2,2-dimethyl-propan-1-one was prepared starting from 1-(2-bromo-5H-pyrrolo[2,3-b]pyrazin-7-yl)-2,2-dimethyl-propan-1-one and 3-(2-hydroxyethyl)benzeneboronic acid following general procedures as described in these Examples. Silica gel chromatography using 20-100% EtOAc in hexanes as eluant provided 69 mg (41%) of a yellow solid. MP 202-203° C., M+H=324. Starting materials: O (Water), FC1=C(C=C(C=C1)OC)CCC(=O)OCC (ethyl 3-(2-fluoro-5-methoxyphenyl)propanoate), solution, B(Br)(Br)Br (boron tribromide). Solvent: ClCCl (dichloromethane), ClCCl (dichloromethane). Reaction conditions: temperature -15 celsius, time 5 hour. Yields the product FC1=C(C=C(C=C1)O)CCC(=O)OCC (ethyl 3-(2-fluoro-5-hydroxyphenyl)propanoate). Yield: 64.0%. Reaction SMILES: [F:1][C:2]1[CH:7]=[CH:6][C:5]([O:8]C)=[CH:4][C:3]=1[CH2:10][CH2:11][C:12]([O:14][CH2:15][CH3:16])=[O:13].B(Br)(Br)Br.O>ClCCl>[F:1][C:2]1[CH:7]=[CH:6][C:5]([OH:8])=[CH:4][C:3]=1[CH2:10][CH2:11][C:12]([O:14][CH2:15][CH3:16])=[O:13]. Reported procedure: To a solution of ethyl 3-(2-fluoro-5-methoxyphenyl)propanoate (100 mg) in dichloromethane (3.0 mL) was added dropwise a 1.0 M solution of boron tribromide in dichloromethane (0.15 mL) at −15° C., and the mixture was stirred at −15° C. for 5 hr. Water (20 ml) was added dropwise to the reaction mixture, and the mixture was extracted with dichloromethane. The extract was washed with saturated brine, and dried over anhydrous sodium sulfate. The solvent was evaporated under reduced pressure to give t... Reactants: CC(=O)OC(C)=O, CC(=O)O, COc1cccc(N)c1. Yields the product COc1cccc(NC(C)=O)c1. As a reaction SMILES: [CH3:10][C:11](=[O:12])[O:13][C:14](=[O:15])[CH3:16].[CH3:17][C:18](=[O:19])[OH:20].[CH3:1][O:2][c:3]1[cH:4][c:5]([NH2:9])[cH:6][cH:7][cH:8]1>>[CH3:1][O:2][c:3]1[cH:4][c:5]([NH:9][C:11]([CH3:10])=[O:12])[cH:6][cH:7][cH:8]1. Reactants: B(F)(F)F.CCOCC (boron trifluoride etherate), SC(CO)CS (2,3-dimercaptopropanol), C(C)(=O)CCCC(=O)OC (methyl 4-acetylbutyrate). Isolated yield 16.5%. The product is SCC1SC(OC1)(CCCC(=O)OC)C (Methyl 4-(mercaptomethyl)-2-methyl-1,3-oxathiolane-2-butanoate), product. Procedure details: The title compound was prepared according to the procedure of Example 1 using 2,3-dimercaptopropanol (2.8 g, 0.022 mol), methyl 4-acetylbutyrate (3.2 g, 0.022 mol) and boron trifluoride etherate (0.62 ml) in methylene chloride (70 ml). The crude product was chromatographed on silica gel using 10% ethyl acetate/hexane as eluent to give 0.91 g (16.5%) of product. Reaction SMILES: [SH:1][CH:2]([CH2:5][SH:6])[CH2:3][OH:4].[C:7]([CH2:10][CH2:11][CH2:12][C:13]([O:15][CH3:16])=[O:14])(=O)[CH3:8].B(F)(F)F.CCOCC>C(Cl)Cl>[SH:6][CH2:5][CH:2]1[CH2:3][O:4][C:7]([CH3:8])([CH2:10][CH2:11][CH2:12][C:13]([O:15][CH3:16])=[O:14])[S:1]1 |f:2.3|. The solvent is C(Cl)Cl (methylene chloride). Starting materials: solution, [H-].[Al+3].[Li+].[H-].[H-].[H-] (lithium aluminium hydride), CO (methanol), O(C1=CC=CC=C1)CCCCOC1=CC=C(C=C1)CCC(=O)OC (methyl 3-[4-(4-phenoxybutoxy)-phenyl]propanoate), [H-].[Al+3].[Li+].[H-].[H-].[H-] (lithium aluminium hydride), Cl (hydrochloric acid). Run in O1CCCC1 (tetrahydrofuran), C1CCOC1 (THF). The product is O(C1=CC=CC=C1)CCCCOC1=CC=C(C=C1)CCCO (3-[4-(4-phenoxybutoxy)phenyl]-1-propanol). Isolated yield 99.3%. RXN SMILES: [H-].[Al+3].[Li+].[H-].[H-].[H-].[O:7]([CH2:14][CH2:15][CH2:16][CH2:17][O:18][C:19]1[CH:24]=[CH:23][C:22]([CH2:25][CH2:26][C:27](OC)=[O:28])=[CH:21][CH:20]=1)[C:8]1[CH:13]=[CH:12][CH:11]=[CH:10][CH:9]=1.CO.Cl>O1CCCC1>[O:7]([CH2:14][CH2:15][CH2:16][CH2:17][O:18][C:19]1[CH:24]=[CH:23][C:22]([CH2:25][CH2:26][CH2:27][OH:28])=[CH:21][CH:20]=1)[C:8]1[CH:9]=[CH:10][CH:11]=[CH:12][CH:13]=1 |f:0.1.2.3.4.5|. Reported procedure: 20.1 ml of a 1 molar solution of lithium aluminium hydride in tetrahydrofuran is introduced. While stirring, a solution of 12.0 g of methyl 3-[4-(4-phenoxybutoxy)-phenyl]propanoate in 40 ml of THF is added dropwise in such a way that the mixture just starts to boil. The mixture is stirred at room temperature for 30 minutes. 1 ml of methanol is cautiously added to the suspension in order to hydrolyze excess lithium aluminium hydride. The mixture is then added to 1 molar hydrochloric acid and extr... Starting materials: [OH-].[Na+] (sodium hydroxide), S(O)(O)(=O)=O (sulfuric acid), ice water, NC1=NC(=NC2=C(C(=C(C=C12)Cl)OC)OC)N1CCN(CC1)C(=O)OCC(C)=C (methallyl 4-(4-amino-6-chloro-7,8-dimethoxyquinazolin-2-yl)-piperazine-1-carboxylate). Solvent: O (water). Reaction conditions: time 2 hour. The product is NC1=NC(=NC2=C(C(=C(C=C12)Cl)OC)OC)N1CCN(CC1)C(=O)OCC(C)(O)C (2-methyl-2-hydroxypropyl 4-(4-amino-6-chloro-7,8-dimethoxyquinazolin-2-yl)piperazine-1-carboxylate). RXN SMILES: S(=O)(=O)(O)O.[NH2:6][C:7]1[C:16]2[C:11](=[C:12]([O:20][CH3:21])[C:13]([O:18][CH3:19])=[C:14]([Cl:17])[CH:15]=2)[N:10]=[C:9]([N:22]2[CH2:27][CH2:26][N:25]([C:28]([O:30][CH2:31][C:32](=[CH2:34])[CH3:33])=[O:29])[CH2:24][CH2:23]2)[N:8]=1.[OH-:35].[Na+]>O>[NH2:6][C:7]1[C:16]2[C:11](=[C:12]([O:20][CH3:21])[C:13]([O:18][CH3:19])=[C:14]([Cl:17])[CH:15]=2)[N:10]=[C:9]([N:22]2[CH2:27][CH2:26][N:25]([C:28]([O:30][CH2:31][C:32]([CH3:33])([OH:35])[CH3:34])=[O:29])[CH2:24][CH2:23]2)[N:8]=1 |f:2.3|. Procedure details: A stirred solution of 24 ml. of concentrated sulfuric acid dissolved in an equal volume of water was cooled to 10°-12° C. and 0.015 mole of methallyl 4-(4-amino-6-chloro-7,8-dimethoxyquinazolin-2-yl)-piperazine-1-carboxylate is added in small portions with stirring. The addition is carried out at a rate sufficient to keep the reaction temperature below 20° C. The resulting mixture is stirred for 15 minutes at 15°-20° C., then for two hours at 10°-15° C. The reaction mixture is diluted with 150 m...